describe an organic reaction: reactants, conditions, products, and yield From a dataset of the Open Reaction Database (ORD), a public repository of structured organic reaction records. Reaction SMILES: [NH2:1][c:2]1[cH:3][cH:4][c:5]([CH3:26])[c:6](-[n:8]2[cH:9][n:10][c:11]3[cH:12][cH:13][c:14]([N:19]4[CH2:20][CH2:21][N:22]([CH3:25])[CH2:23][CH2:24]4)[cH:15][c:16]3[c:17]2=[O:18])[cH:7]1.[O:43]=[CH:44][N:45]([CH3:46])[CH3:47].[OH2:48].[cH:27]1[cH:28][cH:29][c:30]([C:40](=[O:41])[OH:42])[c:31]2[o:32][c:33]3[c:34]([c:35]12)[cH:36][cH:37][cH:38][cH:39]3>>[NH:1]([c:2]1[cH:3][cH:4][c:5]([CH3:26])[c:6](-[n:8]2[cH:9][n:10][c:11]3[cH:12][cH:13][c:14]([N:19]4[CH2:20][CH2:21][N:22]([CH3:25])[CH2:23][CH2:24]4)[cH:15][c:16]3[c:17]2=[O:18])[cH:7]1)[C:40]([c:30]1[cH:29][cH:28][cH:27][c:35]2[c:31]1[o:32][c:33]1[c:34]2[cH:36][cH:37][cH:38][cH:39]1)=[O:41]. Product: Cc1ccc(NC(=O)c2cccc3c2oc2ccccc23)cc1-n1cnc2ccc(N3CCN(C)CC3)cc2c1=O. The reactants are Cc1ccc(N)cc1-n1cnc2ccc(N3CCN(C)CC3)cc2c1=O, CN(C)C=O, O, O=C(O)c1cccc2c1oc1ccccc12. The product is CCCCCCCCCCCc1cnc(-c2ccc(OCc3cnc(CCC)s3)cc2)nc1. Starting materials: CCCCCCCCCCCc1cnc(-c2ccc(O)cc2)nc1, CCCc1ncc(CO)s1, C1CCOC1, CCOC(=O)N=NC(=O)OCC, c1ccc(P(c2ccccc2)c2ccccc2)cc1. Reaction SMILES: [CH2:32]([CH2:33][CH2:34][CH2:35][CH2:36][CH2:37][CH2:38][CH2:39][CH2:40][CH2:41][CH3:42])[c:43]1[cH:44][n:45][c:46](-[c:49]2[cH:50][cH:51][c:52]([OH:55])[cH:53][cH:54]2)[n:47][cH:48]1.[CH2:56]([CH2:57][CH3:58])[c:59]1[s:60][c:61]([CH2:64][OH:65])[cH:62][n:63]1.[CH2:66]1[O:67][CH2:68][CH2:69][CH2:70]1.[O:1]=[C:2]([O:3][CH2:4][CH3:5])[N:6]=[N:7][C:8]([O:9][CH2:10][CH3:11])=[O:12].[c:13]1([P:14]([c:15]2[cH:16][cH:17][cH:18][cH:19][cH:20]2)[c:21]2[cH:22][cH:23][cH:24][cH:25][cH:26]2)[cH:27][cH:28][cH:29][cH:30][cH:31]1>>[CH2:32]([CH2:33][CH2:34][CH2:35][CH2:36][CH2:37][CH2:38][CH2:39][CH2:40][CH2:41][CH3:42])[c:43]1[cH:44][n:45][c:46](-[c:49]2[cH:50][cH:51][c:52]([O:55][CH2:64][c:61]3[s:60][c:59]([CH2:56][CH2:57][CH3:58])[n:63][cH:62]3)[cH:53][cH:54]2)[n:47][cH:48]1. The reactants are CC(=O)O, Cl, I, [Na+], [Na+], [Na+], [OH-], O=S([O-])([O-])=S, OC(c1ccccc1)(c1ccccc1)c1ccncc1. The product is c1ccc(C(c2ccccc2)c2ccncc2)cc1. RXN SMILES: [CH3:32][C:33](=[O:34])[OH:35].[ClH:21].[IH:22].[Na+:24].[Na+:30].[Na+:31].[OH-:23].[S:25]([O-:26])([O-:27])(=[O:28])=[S:29].[c:1]1([C:7]([OH:8])([c:9]2[cH:10][cH:11][n:12][cH:13][cH:14]2)[c:15]2[cH:16][cH:17][cH:18][cH:19][cH:20]2)[cH:2][cH:3][cH:4][cH:5][cH:6]1>>[c:1]1([CH:7]([c:9]2[cH:10][cH:11][n:12][cH:13][cH:14]2)[c:15]2[cH:16][cH:17][cH:18][cH:19][cH:20]2)[cH:2][cH:3][cH:4][cH:5][cH:6]1. Reactants: B(Br)(Br)Br (boron tribromide), ClC1=CC(=C(C=C1)OC)SC1=CC=C(C=C1)S(=O)(=O)CC (4-Chloro-2-[[4-(ethylsulfonyl)phenyl]thio]-1-methoxy-benzene), B(Br)(Br)Br (boron tribromide). The solvent is C(Cl)Cl (DCM). Run at time 1 hour. Product: ClC1=CC(=C(C=C1)O)SC1=CC=C(C=C1)S(=O)(=O)CC (4-Chloro-2-[[4-(ethylsulfonyl)phenyl]thio]-phenol). RXN SMILES: B(Br)(Br)Br.[Cl:5][C:6]1[CH:11]=[CH:10][C:9]([O:12]C)=[C:8]([S:14][C:15]2[CH:20]=[CH:19][C:18]([S:21]([CH2:24][CH3:25])(=[O:23])=[O:22])=[CH:17][CH:16]=2)[CH:7]=1>C(Cl)Cl>[Cl:5][C:6]1[CH:11]=[CH:10][C:9]([OH:12])=[C:8]([S:14][C:15]2[CH:16]=[CH:17][C:18]([S:21]([CH2:24][CH3:25])(=[O:22])=[O:23])=[CH:19][CH:20]=2)[CH:7]=1. Procedure: A solution of boron tribromide (1M in DCM, 2.3 ml) was slowly added to a stirred solution of the product from step (ii) (0.4 g) in DCM (20 ml) at 0° C. After 0.5 h a further 4 ml of boron tribromide solution was added and the mixture stirred for 1 h. The reaction was quenched with crushed ice and partitioned between water and DCM. The organics separated, dried, and evaporated under reduced pressure, yield 0.3 g. Procedure: Following the procedure of Example 3, step 4, 0.300 g (1.60 mmol) of crude trans-1,2,3,4,4a,5,6,10b-octahydrobenz[f]isoquinoline in 10 ml of anhydrous DMF was reacted with 0.244 g (1.77 mmol) of anhydrous potassium carbonate and 0.243 ml (1.60 mmol) of 1-bromo-3-phenylpropane. Chromatography on flash silica, eluting with 50-100% ethyl acetate/petroleum ether and 2-10% methanol/dichloromethane, then on a Lobar column, eluting with 50% ethyl acetate/petroleum ether, gave 0.123 g (26%) of the title... The solvent is CN(C)C=O (DMF). As a reaction SMILES: [CH2:1]1[C@@H:10]2[C@H:5]([CH2:6][CH2:7][C:8]3[CH:14]=[CH:13][CH:12]=[CH:11][C:9]=32)[CH2:4][NH:3][CH2:2]1.C(=O)([O-])[O-].[K+].[K+].Br[CH2:22][CH2:23][CH2:24][C:25]1[CH:30]=[CH:29][CH:28]=[CH:27][CH:26]=1>CN(C=O)C>[CH2:22]([N:3]1[CH2:2][CH2:1][C@@H:10]2[C@H:5]([CH2:6][CH2:7][C:8]3[CH:14]=[CH:13][CH:12]=[CH:11][C:9]=32)[CH2:4]1)[CH2:23][CH2:24][C:25]1[CH:30]=[CH:29][CH:28]=[CH:27][CH:26]=1 |f:1.2.3|. Yields the product C(CCC1=CC=CC=C1)N1C[C@H]2CCC3=C([C@@H]2CC1)C=CC=C3 (trans-1,2,3,4,4a,5,6,10b-Octahydro-3-phenpropylbenz[f]isoquinoline). The yield is 25.2%. Starting materials: C1CNC[C@H]2CCC3=C([C@H]12)C=CC=C3 (trans-1,2,3,4,4a,5,6,10b-octahydrobenz[f]isoquinoline), C([O-])([O-])=O.[K+].[K+] (potassium carbonate), BrCCCC1=CC=CC=C1 (1-bromo-3-phenylpropane). The solvent is C1(=CC=CC=C1)C.CCO (PhMe EtOH). Reported procedure: The title compound was prepared from 3-bromo-2-methylbenzamide (Ex IV-2) and 4-(1,3-dioxolan-2-yl)-3-(trifluoromethyl)phenylboronic acid (I-IX-8) according to the procedure described in Example IX-10, using PhMe/EtOH (4:1) as organic cosolvent. LC/MS (method A) 2.36 min; m/z 351 (M+H). Product: O1C(OCC1)C1=C(C=C(C=C1)C1=CC(=CC=C1)C(=O)N)C(F)(F)F (4′-(1,3-dioxolan-2-yl)-3′-(trifluoromethyl)-3-biphenylcarboxamide). The reactants are BrC=1C(=C(C(=O)N)C=CC1)C (3-bromo-2-methylbenzamide), O1C(OCC1)C1=C(C=C(C=C1)B(O)O)C(F)(F)F (4-(1,3-dioxolan-2-yl)-3-(trifluoromethyl)phenylboronic acid). RXN SMILES: Br[C:2]1[C:3](C)=[C:4]([CH:8]=[CH:9][CH:10]=1)[C:5]([NH2:7])=[O:6].[O:12]1[CH2:16][CH2:15][O:14][CH:13]1[C:17]1[CH:22]=[CH:21][C:20](B(O)O)=[CH:19][C:18]=1[C:26]([F:29])([F:28])[F:27]>C1(C)C=CC=CC=1.CCO>[O:12]1[CH2:16][CH2:15][O:14][CH:13]1[C:17]1[CH:22]=[CH:21][C:20]([C:2]2[CH:10]=[CH:9][CH:8]=[C:4]([C:5]([NH2:7])=[O:6])[CH:3]=2)=[CH:19][C:18]=1[C:26]([F:27])([F:28])[F:29] |f:2.3|.